Dataset: the Open Reaction Database (ORD), a public repository of structured organic reaction records. Task: describe an organic reaction: reactants, conditions, products, and yield Starting materials: O=C1c2ccccc2C(=O)N1CCCCBr, SCc1ccccc1, [H-], [Na+]. Yields the product O=C1c2ccccc2C(=O)N1CCCCSCc1ccccc1. As a reaction SMILES: [Br:11][CH2:12][CH2:13][CH2:14][CH2:15][N:16]1[C:17](=[O:26])[c:18]2[c:19]([cH:22][cH:23][cH:24][cH:25]2)[C:20]1=[O:21].[CH2:1]([c:2]1[cH:3][cH:4][cH:5][cH:6][cH:7]1)[SH:8].[H-:9].[Na+:10]>>[CH2:1]([c:2]1[cH:3][cH:4][cH:5][cH:6][cH:7]1)[S:8][CH2:12][CH2:13][CH2:14][CH2:15][N:16]1[C:17](=[O:26])[c:18]2[c:19]([cH:22][cH:23][cH:24][cH:25]2)[C:20]1=[O:21]. Starting materials: CC(=O)OO, COC(=O)C(C)Oc1ccc(C(C)=O)cc1, CC(=O)O. Yields the product COC(=O)C(C)Oc1ccc(OC(C)=O)cc1. Reaction SMILES: [C:17]([CH3:18])(=[O:19])[O:20][OH:21].[C:1](=[O:2])([CH3:3])[c:4]1[cH:5][cH:6][c:7]([O:8][CH:9]([C:10](=[O:11])[O:12][CH3:13])[CH3:14])[cH:15][cH:16]1.[CH3:22][C:23](=[O:24])[OH:25]>>[c:4]1([O:20][C:17]([CH3:18])=[O:19])[cH:5][cH:6][c:7]([O:8][CH:9]([C:10](=[O:11])[O:12][CH3:13])[CH3:14])[cH:15][cH:16]1. The reactants are C(\C=C\C)(=O)OC ((E)-methyl but-2-enoate), C(CC(=O)OC)(=O)OC (dimethyl malonate), C[O-].[Na+] (sodium methoxide), formula 1.3. The product is CC(C(C(=O)OC)C(=O)OC)CC(=O)OC (trimethyl 2-methylpropane-1,1,3-tricarboxylate). RXN SMILES: [C:1]([O:6][CH3:7])(=[O:5])/[CH:2]=[CH:3]/[CH3:4].[C:8]([O:15][CH3:16])(=[O:14])[CH2:9][C:10]([O:12][CH3:13])=[O:11].C[O-].[Na+]>>[CH3:4][CH:3]([CH2:2][C:1]([O:6][CH3:7])=[O:5])[CH:9]([C:8]([O:15][CH3:16])=[O:14])[C:10]([O:12][CH3:13])=[O:11] |f:2.3|. Procedure details: Scheme 2 illustrates an alternative exemplary method for making a compound of the formula 1.3. Starting from (E)-methyl but-2-enoate, reaction with dimethyl malonate and sodium methoxide gives trimethyl 2-methylpropane-1,1,3-tricarboxylate, which can be resolved, by for example, a lipase, to give compound 1.3. Reactants: CC1(NC(CC(C1)N)(C)C)C (2,2,6,6-tetramethylpiperidin-4-amine), C=1C=CC2=C(C1)N=NN2O (HOBt), CCN=C=NCCCN(C)C (EDCI), COC1=CC(=C(C(=C1)C)S(=O)(=O)N(C)CC1=CC(=CO1)C(=O)O)C (5-({[(4-Methoxy-2,6-dimethylphenyl)sulfonyl](methyl)amino}methyl)furan-3-carboxylic acid). The solvent is CN(C)C=O (DMF). Run at time 1 hour. Product: COC1=CC(=C(C(=C1)C)S(=O)(=O)N(C)CC1=CC(=CO1)C(=O)NC1CC(N(C(C1)(C)C)C)(C)C)C (5-({[(4-methoxy-2,6-dimethylphenyl)sulfonyl](methyl)amino}methyl)-N-(1,2,2,6,6-pentamethylpiperidin-4-yl)furan-3-carboxamide). Reaction SMILES: [CH3:1][O:2][C:3]1[CH:8]=[C:7]([CH3:9])[C:6]([S:10]([N:13]([CH2:15][C:16]2[O:20][CH:19]=[C:18]([C:21](O)=[O:22])[CH:17]=2)[CH3:14])(=[O:12])=[O:11])=[C:5]([CH3:24])[CH:4]=1.[CH:25]1C=CC2N(O)N=NC=2C=1.CCN=C=NCCCN(C)C.[CH3:46][C:47]1([CH3:56])[CH2:52][CH:51]([NH2:53])[CH2:50][C:49]([CH3:55])([CH3:54])[NH:48]1>CN(C=O)C>[CH3:1][O:2][C:3]1[CH:8]=[C:7]([CH3:9])[C:6]([S:10]([N:13]([CH2:15][C:16]2[O:20][CH:19]=[C:18]([C:21]([NH:53][CH:51]3[CH2:50][C:49]([CH3:55])([CH3:54])[N:48]([CH3:25])[C:47]([CH3:56])([CH3:46])[CH2:52]3)=[O:22])[CH:17]=2)[CH3:14])(=[O:11])=[O:12])=[C:5]([CH3:24])[CH:4]=1. Procedure: 5-({[(4-Methoxy-2,6-dimethylphenyl)sulfonyl](methyl)amino}methyl)furan-3-carboxylic acid (53 mg, 0.15 mmol) was dissolved in DMF (1 mL) and HOBt (23 mg, 0.15 mmol) and EDCI (29 mg, 0.15 mmol) were added. The reaction was stirred for 1 h prior to addition of 2,2,6,6-tetramethylpiperidin-4-amine (21 mg, 0.135 mmol). The reaction was stirred for 16 h and then absorbed directly on to Isolute SCX-2 cartridge, washed with MeOH (5 mL) and then eluted with 7 N NH3 in MeOH (5 mL). The solvent was removed... The reactants are ClCCl, [Na+], [OH-], O=S(=O)(Cl)c1ccccc1, c1cc[nH]c1. The product is O=S(=O)(c1ccccc1)n1cccc1. Reaction SMILES: [CH2:18]([Cl:19])[Cl:20].[Na+:2].[OH-:1].[c:8]1([S:14](=[O:15])(=[O:16])[Cl:17])[cH:9][cH:10][cH:11][cH:12][cH:13]1.[nH:3]1[cH:4][cH:5][cH:6][cH:7]1>>[n:3]1([S:14]([c:8]2[cH:9][cH:10][cH:11][cH:12][cH:13]2)(=[O:15])=[O:16])[cH:4][cH:5][cH:6][cH:7]1. Reactants: [BH4-], CCO, [Na+], CCCCC1COC(C2CCC(C3CCC(=O)CC3)CC2)OC1, O. Product: CCCCC1COC(C2CCC(C3CCC(O)CC3)CC2)OC1. RXN SMILES: [BH4-:24].[CH3:27][CH2:28][OH:29].[Na+:25].[O:1]=[C:2]1[CH2:3][CH2:4][CH:5]([CH:8]2[CH2:9][CH2:10][CH:11]([CH:14]3[O:15][CH2:16][CH:17]([CH2:20][CH2:21][CH2:22][CH3:23])[CH2:18][O:19]3)[CH2:12][CH2:13]2)[CH2:6][CH2:7]1.[OH2:26]>>[OH:1][CH:2]1[CH2:3][CH2:4][CH:5]([CH:8]2[CH2:9][CH2:10][CH:11]([CH:14]3[O:15][CH2:16][CH:17]([CH2:20][CH2:21][CH2:22][CH3:23])[CH2:18][O:19]3)[CH2:12][CH2:13]2)[CH2:6][CH2:7]1. Reactants: C1(CCCCCC1)=NO (cycloheptanone oxime), ClC=1C=C(C=CC1)C1CCN(CC1)CCCC(=O)OCC (ethyl 4-(4-(3-chlorophenyl)piperidin-1-yl)-n-butyrate). Product: ClC=1C=C(C=CC1)C1CCN(CC1)CCCC1=C2C(=NO1)CCCCC2 (3-(3-(4-(3-chlorophenyl)piperidin-1-yl)propyl)-5,6,7,8-tetrahydro-4H-cyclohepta[c]isoxazole). RXN SMILES: [C:1]1(=[N:8][OH:9])[CH2:7][CH2:6][CH2:5][CH2:4][CH2:3][CH2:2]1.[Cl:10][C:11]1[CH:12]=[C:13]([CH:17]2[CH2:22][CH2:21][N:20]([CH2:23][CH2:24][CH2:25][C:26](OCC)=O)[CH2:19][CH2:18]2)[CH:14]=[CH:15][CH:16]=1>>[Cl:10][C:11]1[CH:12]=[C:13]([CH:17]2[CH2:22][CH2:21][N:20]([CH2:23][CH2:24][CH2:25][C:26]3[O:9][N:8]=[C:1]4[CH2:7][CH2:6][CH2:5][CH2:4][CH2:3][C:2]=34)[CH2:19][CH2:18]2)[CH:14]=[CH:15][CH:16]=1. Procedure: By the same reaction and treatment as in Example 48 using cycloheptanone oxime and ethyl 4-(4-(3-chlorophenyl)piperidin-1-yl)-n-butyrate, 3-(3-(4-(3-chlorophenyl)piperidin-1-yl)propyl)-5,6,7,8-tetrahydro-4H-cyclohepta[c]isoxazole is obtained.